From a dataset of the Open Reaction Database (ORD), a public repository of structured organic reaction records. describe an organic reaction: reactants, conditions, products, and yield The reactants are C(C1=CC=CC=C1)N1CC(NCC1)C (4-Benzyl-2-methyl-piperazine), BrCC#N (bromoacetonitrile). Yields the product C(C1=CC=CC=C1)N1CC(N(CC1)CC#N)C ((4-Benzyl-2-methyl-piperazin-1-yl)-acetonitrile). RXN SMILES: [CH2:1]([N:8]1[CH2:13][CH2:12][NH:11][CH:10]([CH3:14])[CH2:9]1)[C:2]1[CH:7]=[CH:6][CH:5]=[CH:4][CH:3]=1.Br[CH2:16][C:17]#[N:18]>>[CH2:1]([N:8]1[CH2:13][CH2:12][N:11]([CH2:16][C:17]#[N:18])[CH:10]([CH3:14])[CH2:9]1)[C:2]1[CH:3]=[CH:4][CH:5]=[CH:6][CH:7]=1. Procedure details: The title compound is synthesized by coupling of 4-Benzyl-2-methyl-piperazine (commercially available from CHESS GmbH) and bromoacetonitrile analogously to the preparation of Intermediate 149.2 as a colorless oil; ES-MS: M+=230.2: AtRet=1.86. Starting materials: O=C([O-])[O-], O=C(Cl)c1ccncc1, Nc1nc2c(s1)Cc1cc(Cl)ccc1-2, Cl, I, [K+], [K+], C1CCOC1. Product: O=C(Nc1nc2c(s1)Cc1cc(Cl)ccc1-2)c1ccncc1. As a reaction SMILES: [C:16](=[O:17])([O-:18])[O-:19].[C:23]([c:24]1[cH:25][cH:26][n:27][cH:28][cH:29]1)(=[O:30])[Cl:31].[Cl:2][c:3]1[cH:4][c:5]2[c:13]([cH:14][cH:15]1)-[c:8]1[c:7]([s:11][c:10]([NH2:12])[n:9]1)[CH2:6]2.[ClH:22].[IH:1].[K+:20].[K+:21].[O:32]1[CH2:33][CH2:34][CH2:35][CH2:36]1>>[Cl:2][c:3]1[cH:4][c:5]2[c:13]([cH:14][cH:15]1)-[c:8]1[c:7]([s:11][c:10]([NH:12][C:23]([c:24]3[cH:25][cH:26][n:27][cH:28][cH:29]3)=[O:30])[n:9]1)[CH2:6]2.